Dataset: the Open Reaction Database (ORD), a public repository of structured organic reaction records. Task: describe an organic reaction: reactants, conditions, products, and yield Reactants: O (Water), C(C1=CC=CC=C1)OC1=NN(C(=C1C(C1=CC=C(C=C1)OC)=O)Br)C(C)C (3-benzyloxy-5-bromo-1-isopropyl-4-(4-methoxybenzoyl)-1H-pyrazole), C1(=CC=CC=C1)B(O)O (phenylboronic acid), C([O-])([O-])=O.[K+].[K+] (potassium carbonate), O (water), CN(C=O)C (N,N-dimethylformamide). The reagents and catalysts are [Pd].C1(=CC=CC=C1)P(C1=CC=CC=C1)C1=CC=CC=C1.C1(=CC=CC=C1)P(C1=CC=CC=C1)C1=CC=CC=C1.C1(=CC=CC=C1)P(C1=CC=CC=C1)C1=CC=CC=C1.C1(=CC=CC=C1)P(C1=CC=CC=C1)C1=CC=CC=C1 (tetrakis(triphenylphosphine)-palladium). Run at temperature 80 celsius, time 12 hour. Yields the product C(C1=CC=CC=C1)OC1=NN(C(=C1C(C1=CC=C(C=C1)OC)=O)C1=CC=C(C=C1)N(C)C)C(C)C (3-Benzyloxy-5-[4-(N,N-dimethylamino)phenyl]-1-isopropyl-4-(4-methoxybenzoyl)-1H-pyrazole). As a reaction SMILES: [CH2:1]([O:8][C:9]1[C:13]([C:14](=[O:23])[C:15]2[CH:20]=[CH:19][C:18]([O:21][CH3:22])=[CH:17][CH:16]=2)=[C:12](Br)[N:11]([CH:25]([CH3:27])[CH3:26])[N:10]=1)[C:2]1[CH:7]=[CH:6][CH:5]=[CH:4][CH:3]=1.[C:28]1(B(O)O)[CH:33]=[CH:32][CH:31]=[CH:30][CH:29]=1.C(=O)([O-])[O-].[K+].[K+].O.[CH3:44][N:45](C)[CH:46]=O>[Pd].C1(P(C2C=CC=CC=2)C2C=CC=CC=2)C=CC=CC=1.C1(P(C2C=CC=CC=2)C2C=CC=CC=2)C=CC=CC=1.C1(P(C2C=CC=CC=2)C2C=CC=CC=2)C=CC=CC=1.C1(P(C2C=CC=CC=2)C2C=CC=CC=2)C=CC=CC=1>[CH2:1]([O:8][C:9]1[C:13]([C:14](=[O:23])[C:15]2[CH:20]=[CH:19][C:18]([O:21][CH3:22])=[CH:17][CH:16]=2)=[C:12]([C:31]2[CH:32]=[CH:33][C:28]([N:45]([CH3:46])[CH3:44])=[CH:29][CH:30]=2)[N:11]([CH:25]([CH3:27])[CH3:26])[N:10]=1)[C:2]1[CH:7]=[CH:6][CH:5]=[CH:4][CH:3]=1 |f:2.3.4,7.8.9.10.11|. Reported procedure: A suspension of 3-benzyloxy-5-bromo-1-isopropyl-4-(4-methoxybenzoyl)-1H-pyrazole (0.11 g), 4-N,N-dimethylamino)-phenylboronic acid (0.061 g), tetrakis(triphenylphosphine)-palladium (0.034 g), potassium carbonate (0.078 g) and water (0.2 mL) in N,N-dimethylformamide (4 mL) was stirred at 80° C. for 12 hours. Water was added to the reaction mixture, and the mixture was extracted with ethyl acetate. The organic layer was washed with brine and dried over anhydrous magnesium sulfate, and the solvent ... Starting materials: NC1=NC=CC=C1 (2-aminopyridine), ClCSC1=C(C=CC=C1)Br (o-bromophenyl chloromethyl sulfide). The solvent is C=1(C(=CC=CC1)C)C (xylene), C=1(C(=CC=CC1)C)C (xylene). Product: [Cl-].NC1=[N+](C=CC=C1)CSC1=C(C=CC=C1)Br (2-Amino-1-[[(o-bromophenyl)thio]methyl]pyridinium chloride). Yield: 81.5%. RXN SMILES: [NH2:1][C:2]1[CH:7]=[CH:6][CH:5]=[CH:4][N:3]=1.[Cl:8][CH2:9][S:10][C:11]1[CH:16]=[CH:15][CH:14]=[CH:13][C:12]=1[Br:17]>C1(C)C(C)=CC=CC=1>[Cl-:8].[NH2:1][C:2]1[CH:7]=[CH:6][CH:5]=[CH:4][N+:3]=1[CH2:9][S:10][C:11]1[CH:16]=[CH:15][CH:14]=[CH:13][C:12]=1[Br:17] |f:3.4|. Reported procedure: To a solution of 14.1 g of 2-aminopyridine in 180 ml of xylene is added a solution of 24.0 g of o-bromophenyl chloromethyl sulfide in 40 ml of xylene. The mixture is heated at 90°-95° for about fifteen hours to give about 27.3 g of the named compound, mp about 199°-201°. Starting materials: CCO, O=C[O-], O=[N+]([O-])c1cccc2cc[nH]c12, [NH4+]. The product is Nc1cccc2cc[nH]c12. Reaction SMILES: [CH3:17][CH2:18][OH:19].[CH:13]([O-:14])=[O:15].[N+:1]([O-:2])(=[O:3])[c:4]1[cH:5][cH:6][cH:7][c:8]2[cH:9][cH:10][nH:11][c:12]12.[NH4+:16]>>[NH2:1][c:4]1[cH:5][cH:6][cH:7][c:8]2[cH:9][cH:10][nH:11][c:12]12. The reactants are C(C)(=O)OC1=CC=CC=C1 (phenyl acetate), CC(=O)C=1C=CC(=CC1)O (4-hydroxyacetophenone), OCC(=O)C1=CC=CC=C1 (2-hydroxyacetophenone). Run in F (hydrogen fluoride), F (hydrogen fluoride). Yields the product hydroxy aromatic ketones, C(C)(=O)OC1=CC(=CC=C1)C (m-cresyl acetate), C(C)(=O)OC1=CC=C(C=C1)C (p-cresyl acetate), C(C)(=O)OC=1C(=CC=CC1)OC (guaiacol acetate). Reaction SMILES: [C:1]([O:4][C:5]1[CH:10]=[CH:9][CH:8]=[CH:7][CH:6]=1)(=[O:3])[CH3:2].[CH3:11][C:12]([C:14]1[CH:15]=[CH:16][C:17]([OH:20])=[CH:18][CH:19]=1)=[O:13].[OH:21][CH2:22][C:23](C1C=CC=CC=1)=O>F>[C:1]([O:4][C:5]1[CH:10]=[CH:9][CH:8]=[C:7]([CH3:11])[CH:6]=1)(=[O:3])[CH3:2].[C:22]([O:20][C:17]1[CH:18]=[CH:19][C:14]([CH3:12])=[CH:15][CH:16]=1)(=[O:21])[CH3:23].[C:1]([O:4][C:5]1[C:10]([O:13][CH3:12])=[CH:9][CH:8]=[CH:7][CH:6]=1)(=[O:3])[CH3:2]. Procedure: Dann and Mylius in a dissertation included as part of a series of Reports from the Institute for Applied Chemistry of the University of Erlangen, received for publication on Jan. 7, 1954 and published in Annalen der Chemie 587 Band, pages 1 to 15, show the rearrangement of phenyl acetate in hydrogen fluoride to 4-hydroxyacetophenone, with a maximum yield of 81% after 24 hours of reaction time. They also report a yield of 92% from this reaction stated to be obtained by K. Weichert as reported in ... Reaction conditions: temperature 70 celsius, time 30 minute. Reactants: OCC[C@H]1[C@H](C1)C1CCN(CC1)C#N (4-[(1R,2S)-2-(2-hydroxyethyl)cyclopropyl]piperidine-1-carbonitrile), CC1=CC=C(C=C1)S(=O)(=O)O (Tosic Acid), ONC(C(C)C)=N (N-hydroxy-2-methylpropanimidamide), solution. The reagents and catalysts are [Cl-].[Zn+2].[Cl-] (zinc chloride). Solvent: C1CCOC1 (THF), C1CCOC1 (THF), CCOC(=O)C (EtOAc), C(C)(=O)OCC (ethyl acetate). Procedure: In a 500 ml RBF was added a solution of 4-[(1R,2S)-2-(2-hydroxyethyl)cyclopropyl]piperidine-1-carbonitrile (15.3 g, 85 mmol) in 1:1 THF:EtOAc (150 ml). To this solution was added N-hydroxy-2-methylpropanimidamide (9.93 g, 97 mmol) as a solid and the resulting mixture was stirred to yield a clear solution. An addition funnel was added to the flask and the whole set up was set under nitrogen atmosphere. The solution was placed in an oil bath heated to 70° C. A 0.5M solution of zinc chloride (204 m... As a reaction SMILES: [OH:1][CH2:2][CH2:3][C@@H:4]1[CH2:6][C@@H:5]1[CH:7]1[CH2:12][CH2:11][N:10]([C:13]#[N:14])[CH2:9][CH2:8]1.[OH:15][NH:16][C:17](=N)[CH:18]([CH3:20])[CH3:19].CC1C=CC(S(O)(=O)=O)=CC=1>C1COCC1.C(OCC)(=O)C.[Cl-].[Zn+2].[Cl-]>[CH:18]([C:17]1[N:14]=[C:13]([N:10]2[CH2:9][CH2:8][CH:7]([C@H:5]3[CH2:6][C@H:4]3[CH2:3][CH2:2][OH:1])[CH2:12][CH2:11]2)[O:15][N:16]=1)([CH3:20])[CH3:19] |f:5.6.7|. The product is C(C)(C)C1=NOC(=N1)N1CCC(CC1)[C@@H]1[C@@H](C1)CCO (2-{(1S,2R)-2-[1-(3-isopropyl-1,2,4-oxadiazol-5-yl)piperidin-4-yl}cyclopropyl]ethanol).